This data is from the Open Reaction Database (ORD), a public repository of structured organic reaction records. The task is: describe an organic reaction: reactants, conditions, products, and yield Reactants: CSCS(=O)C (methyl methylthiomethyl sulfoxide), COC1=CC=C(CBr)C=C1 (p-methoxybenzyl bromide), O1CCCC1 (tetrahydrofuran), [H-].[Na+] (sodium hydride). Solvent: O (water), C(Cl)Cl (methylene chloride). Run at time 1 hour. The product is COC1=CC=C(C=C1)CC(SC)S(=O)C (methyl 2-(p-methoxyphenyl)-1-methylthioethyl sulfoxide). The yield is 50.3%. Reaction SMILES: [CH3:1][S:2][CH2:3][S:4]([CH3:6])=[O:5].O1CCCC1.[H-].[Na+].[CH3:14][O:15][C:16]1[CH:23]=[CH:22][C:19]([CH2:20]Br)=[CH:18][CH:17]=1>O.C(Cl)Cl>[CH3:14][O:15][C:16]1[CH:23]=[CH:22][C:19]([CH2:20][CH:3]([S:4]([CH3:6])=[O:5])[S:2][CH3:1])=[CH:18][CH:17]=1 |f:2.3|. Procedure: 1.175 g of methyl methylthiomethyl sulfoxide was dissolved in 5 ml. of tetrahydrofuran, and under cooling with ice, 0.965 g (one equivalent) of sodium hydride was added. The mixture was then stirred for 1 hour. 1.93 g of p-methoxybenzyl bromide (1 equivalent) was added, and the mixture was stirred for 22 hours at room temperature, followed by addition of 40 ml. of methylene chloride and 2 ml. of water. The reaction mixture was dried with sodium sulfate anhydride, and concentrated at reduced pres... The reactants are hydrochloride salt, COC1=CC=C2C(CN(CC2=C1)C)C1=CC=CC=C1 ((+)- 7 -methoxy- 2 -methyl- 4 -phenyl- 1,2,3,4 -terahydro isoquinoline), OC1=CC=C2C(CN(CC2=C1)C)C1=CC=CC=C1 ((+)- 7 -hydroxy- 2 -methyl- 4 -phenyl- 1,2,3,4 -tetrahydro isoquinoline), C1(=C(C(=C(C(=C1F)F)F)N)F)N.Cl.Cl (dihydrochloride). Run in O (water), O (water). The product is CN(C)CCOC1=CC=C2C(CN(CC2=C1)C)C1=CC=CC=C1 ((+ )- 7 -dimethylaminoethoxy- 2 -methyl- 4 -phenyl- 1,2,3,4 -tetrahydro isoquinoline). RXN SMILES: [CH3:1][O:2][C:3]1[CH:12]=[C:11]2[C:6]([CH:7]([C:14]3[CH:19]=[CH:18][CH:17]=[CH:16][CH:15]=3)[CH2:8][N:9]([CH3:13])[CH2:10]2)=[CH:5][CH:4]=1.OC1C=C2C(C(C3C=CC=CC=3)[CH2:26][N:27]([CH3:31])[CH2:28]2)=CC=1.C1(N)C(F)=C(F)C(F)=C(N)C=1F.Cl.Cl>O>[CH3:26][N:27]([CH2:31][CH2:1][O:2][C:3]1[CH:12]=[C:11]2[C:6]([CH:7]([C:14]3[CH:19]=[CH:18][CH:17]=[CH:16][CH:15]=3)[CH2:8][N:9]([CH3:13])[CH2:10]2)=[CH:5][CH:4]=1)[CH3:28] |f:2.3.4|. Procedure details: The title compound was prepared from (+)- 7 -methoxy- 2 -methyl- 4 -phenyl- 1,2,3,4 -terahydro isoquinoline via (+)- 7 -hydroxy- 2 -methyl- 4 -phenyl- 1,2,3,4 -tetrahydro isoquinoline which was characterised as its hydrochloride salt m.p. 222°-3° C. (methanol-ether) [α]D25 + 24.1° (water) by the method of Example 1. The title compound was characterised as its dihydrochloride salt m.p. 160°-4° (hydroscopic) (ethanol ethyl acetate), [α]D5 + 13° (water). -tetrahydro Starting materials: C(C=C)(=O)OCCCC (butyl acrylate), C(C)(=O)OC=C (vinyl acetate). The product is C(C=C)(=O)OCCCC.C(C)(=O)OC=C (butyl acrylate vinyl acetate). As a reaction SMILES: [C:1]([O:5][CH2:6][CH2:7][CH2:8][CH3:9])(=[O:4])[CH:2]=[CH2:3].[C:10]([O:13][CH:14]=[CH2:15])(=[O:12])[CH3:11]>>[C:1]([O:5][CH2:6][CH2:7][CH2:8][CH3:9])(=[O:4])[CH:2]=[CH2:3].[C:10]([O:13][CH:14]=[CH2:15])(=[O:12])[CH3:11] |f:2.3|. Procedure details: A butyl acrylate/vinyl acetate copolymer was prepared by aqueous emulsion polymerization that contained 30% butyl acrylate and 70% vinyl acetate. The copolymer was determined to have a Tg of 8° C.